This data is from the Open Reaction Database (ORD), a public repository of structured organic reaction records. The task is: describe an organic reaction: reactants, conditions, products, and yield The reactants are BrC=1C=CC(=NC1Cl)C(=O)O (5-bromo-6-chloro-pyridine-2-carboxylic acid), N1=C(C=CC=C1)CO (2-pyridinemethanol). Yields the product BrC=1C=CC(=NC1OCC1=NC=CC=C1)C(=O)O (5-Bromo-6-(pyridin-2-ylmethoxy)-pyridine-2-carboxylic acid). RXN SMILES: [Br:1][C:2]1[CH:3]=[CH:4][C:5]([C:9]([OH:11])=[O:10])=[N:6][C:7]=1Cl.[N:12]1[CH:17]=[CH:16][CH:15]=[CH:14][C:13]=1[CH2:18][OH:19]>>[Br:1][C:2]1[CH:3]=[CH:4][C:5]([C:9]([OH:11])=[O:10])=[N:6][C:7]=1[O:19][CH2:18][C:13]1[CH:14]=[CH:15][CH:16]=[CH:17][N:12]=1. Procedure: The title compound was synthesized in analogy to Example 9 d, using 5-bromo-6-chloro-pyridine-2-carboxylic acid and 2-pyridinemethanol (CAN 586-98-1) as starting materials, LC-MS (UV peak area/ESI) 100%, 308.9876 (M+H)+. The reactants are NCCOCCOCCNS(=O)(=O)C1=CC=C(C=C1)C1CN(CC2=C(C=C(C=C12)Cl)Cl)C (N-(2-(2-(2-aminoethoxy)ethoxy)ethyl)-4-(6,8-dichloro-2-methyl-1,2,3,4-tetrahydroisoquinolin-4-yl)benzenesulfonamide), N(=C=O)CCCCN=C=O (1,4-diisocyanatobutane), NCCOCCOCCNS(=O)(=O)C1=CC=C(C=C1)C1CN(CC2=C(C=C(C=C12)Cl)Cl)C (N-(2-(2-(2-aminoethoxy)ethoxy)ethyl)-4-(6,8-dichloro-2-methyl-1,2,3,4-tetrahydroisoquinolin-4-yl)benzenesulfonamide). Yields the product Compound 238, O=C(NCCOCCOCCNS(=O)(=O)C1=CC=C(C=C1)C1CN(CC2=C(C=C(C=C12)Cl)Cl)C)NCCCCNC(NCCOCCOCCNS(=O)(=O)C1=CC=C(C=C1)C1CN(CC2=C(C=C(C=C12)Cl)Cl)C)=O (N,N′-(10,17-dioxo-3,6,21,24-tetraoxa-9,11,16,18-tetraazahexacosane-1,26-diyl)bis(4-(6,8-dichloro-2-methyl-1,2,3,4-tetrahydroisoquinolin-4-yl)benzenesulfonamide)). Yield: 3.0%. As a reaction SMILES: [N:1]([CH2:4][CH2:5][CH2:6][CH2:7][N:8]=[C:9]=[O:10])=[C:2]=[O:3].[NH2:11][CH2:12][CH2:13][O:14][CH2:15][CH2:16][O:17][CH2:18][CH2:19][NH:20][S:21]([C:24]1[CH:29]=[CH:28][C:27]([CH:30]2[C:39]3[C:34](=[C:35]([Cl:41])[CH:36]=[C:37]([Cl:40])[CH:38]=3)[CH2:33][N:32]([CH3:42])[CH2:31]2)=[CH:26][CH:25]=1)(=[O:23])=[O:22]>>[O:3]=[C:2]([NH:1][CH2:4][CH2:5][CH2:6][CH2:7][NH:8][C:9](=[O:10])[NH:11][CH2:12][CH2:13][O:14][CH2:15][CH2:16][O:17][CH2:18][CH2:19][NH:20][S:21]([C:24]1[CH:25]=[CH:26][C:27]([CH:30]2[C:39]3[C:34](=[C:35]([Cl:41])[CH:36]=[C:37]([Cl:40])[CH:38]=3)[CH2:33][N:32]([CH3:42])[CH2:31]2)=[CH:28][CH:29]=1)(=[O:23])=[O:22])[NH:11][CH2:12][CH2:13][O:14][CH2:15][CH2:16][O:17][CH2:18][CH2:19][NH:20][S:21]([C:24]1[CH:25]=[CH:26][C:27]([CH:30]2[C:39]3[C:34](=[C:35]([Cl:41])[CH:36]=[C:37]([Cl:40])[CH:38]=3)[CH2:33][N:32]([CH3:42])[CH2:31]2)=[CH:28][CH:29]=1)(=[O:23])=[O:22]. Reported procedure: Compound 238 was prepared following the procedure outlined in Example 208 using 1,4-diisocyanatobutane (5.64 mg, 0.402 mmol) and N-(2-(2-(2-aminoethoxy)ethoxy)ethyl)-4-(6,8-dichloro-2-methyl-1,2,3,4-tetrahydroisoquinolin-4-yl)benzenesulfonamide (Compound 175.1, 58.8 mg, 0.805 mmol). Purification by preparative HPLC gave the title compound (13.8 mg) as a TFA salt. 1H-NMR (400 MHz, CD3OD): δ 7.86 (d, J=8 Hz, 2H), 7.72 (s, 2H), 7.61 (t, 2H), 7.52 (s, 2H), 7.47 (d, J=7 Hz, 2H), 7.18 (s, 5H), 7.78 (s... Starting materials: C(C)(C1=C(C(=CC(=C1)C(C)(C)C)C(C)(C)C)O)C1=C(C(=CC(=C1)C(C)(C)C)C(C)(C)C)O (2,2'-ethylidenebis(4,6-di-tert-butylphenol)), P(Cl)(Cl)Cl (PCl3), C(C)(C1=C(C=CC=C1)O)C1=C(C=CC=C1)O (ethylidenebisphenol), P1(OC2=C(C=C(C=C2C(C)(C)C)C(C)(C)C)C(C)C2=C(C(=CC(=C2)C(C)(C)C)C(C)(C)C)O1)Cl (2,2'-ethylidenebis(4,6-di-tert-butylphenyl) chlorophosphite), P([O-])([O-])F (fluorophosphite), N (ammonia), P([O-])([O-])Cl (chlorophosphite), Cl (HCl), Cl (HCl). The solvent is N1=CC=CC=C1 (pyridine), C(Cl)Cl (methylene chloride), C(Cl)Cl (methylene chloride). Conditions: temperature 45 celsius. Product: P1(OC2=C(C=C(C=C2C(C)(C)C)C(C)(C)C)C(C)C2=C(C(=CC(=C2)C(C)(C)C)C(C)(C)C)O1)F (2,2'-ethylidenebis(4,6-di-tert-butylphenyl) fluorophosphite). Isolated yield 80.5%. As a reaction SMILES: [CH:1]([C:18]1[CH:23]=[C:22]([C:24]([CH3:27])([CH3:26])[CH3:25])[CH:21]=[C:20]([C:28]([CH3:31])([CH3:30])[CH3:29])[C:19]=1[OH:32])([C:3]1[CH:8]=[C:7]([C:9]([CH3:12])([CH3:11])[CH3:10])[CH:6]=[C:5]([C:13]([CH3:16])([CH3:15])[CH3:14])[C:4]=1[OH:17])[CH3:2].P(Cl)(Cl)Cl.Cl.C(C1C=CC=CC=1O)(C1C=CC=CC=1O)C.P1(Cl)OC2C(C(C)(C)C)=CC(C(C)(C)C)=CC=2C(C)C2C=C(C(C)(C)C)C=C(C(C)(C)C)C=2O1.P(Cl)([O-])[O-].[P:92]([F:95])([O-])[O-].N>C(Cl)Cl.N1C=CC=CC=1>[P:92]1([F:95])[O:17][C:4]2[C:5]([C:13]([CH3:16])([CH3:14])[CH3:15])=[CH:6][C:7]([C:9]([CH3:12])([CH3:10])[CH3:11])=[CH:8][C:3]=2[CH:1]([CH3:2])[C:18]2[CH:23]=[C:22]([C:24]([CH3:27])([CH3:26])[CH3:25])[CH:21]=[C:20]([C:28]([CH3:31])([CH3:30])[CH3:29])[C:19]=2[O:32]1. Reported procedure: To a reaction vessel equipped with a turbine agitator and a reflux condenser was charged 375 g of methylene chloride, 250 g 2,2'-ethylidenebis(4,6-di-tert-butylphenol), 5 g pyridine and 83 g PCl3. The stirred solution was heated to reflux (45° C.) and held at reflux for 22 hours. Byproduct HCl was vented to a scrubber. About 350 g of additional methylene chloride was added during the reaction to replace that lost through the vent and further dilute the reaction. GC analysis showed conversion of ... Starting materials: ClC=1C=C(CN)C=CC1Cl (3,4-dichlorobenzylamine), COC(C1=CC=C(C=C1)C=1N=C(C2=C(N1)SC(=C2)C(F)(F)F)Cl)=O (4-(4-chloro-6-trifluoromethyl-thieno-[2,3-d]-pyrimidin-2-yl)-benzoic acid methylester). Product: COC(C1=CC=C(C=C1)C=1N=C(C2=C(N1)SC(=C2)C(F)(F)F)NCC2=CC(=C(C=C2)Cl)Cl)=O (4-[4-(3,4-dichlorobenzylamino)-6-trifluoromethyl-thieno-[2,3-d]-pyrimidin-2-yl]-benzoic acid methylester). RXN SMILES: [Cl:1][C:2]1[CH:3]=[C:4]([CH:7]=[CH:8][C:9]=1[Cl:10])[CH2:5][NH2:6].[CH3:11][O:12][C:13](=[O:34])[C:14]1[CH:19]=[CH:18][C:17]([C:20]2[N:21]=[C:22](Cl)[C:23]3[CH:28]=[C:27]([C:29]([F:32])([F:31])[F:30])[S:26][C:24]=3[N:25]=2)=[CH:16][CH:15]=1>>[CH3:11][O:12][C:13](=[O:34])[C:14]1[CH:19]=[CH:18][C:17]([C:20]2[N:21]=[C:22]([NH:6][CH2:5][C:4]3[CH:7]=[CH:8][C:9]([Cl:10])=[C:2]([Cl:1])[CH:3]=3)[C:23]3[CH:28]=[C:27]([C:29]([F:32])([F:31])[F:30])[S:26][C:24]=3[N:25]=2)=[CH:16][CH:15]=1. Procedure: The reaction procedure as above wherein 3,4-dichlorobenzylamine is reacted with 4-(4-chloro-6-trifluoromethyl-thieno-[2,3-d]-pyrimidin-2-yl)-benzoic acid methylester yields 4-[4-(3,4-dichlorobenzylamino)-6-trifluoromethyl-thieno-[2,3-d]-pyrimidin-2-yl]-benzoic acid methylester.